Dataset: the Open Reaction Database (ORD), a public repository of structured organic reaction records. Task: describe an organic reaction: reactants, conditions, products, and yield Reactants: Cc1cc(Br)cc2[nH]c(-c3c(Cl)cc[nH]c3=O)nc12, CN1CCOCC1, NC(CO)Cc1ccccc1, CN(C)C=O. Yields the product Cc1cc(Br)cc2[nH]c(-c3c(NC(CO)Cc4ccccc4)cc[nH]c3=O)nc12. As a reaction SMILES: [Br:1][c:2]1[cH:3][c:4]([CH3:19])[c:5]2[c:6]([nH:7][c:8](-[c:10]3[c:11](=[O:17])[nH:12][cH:13][cH:14][c:15]3[Cl:16])[n:9]2)[cH:18]1.[CH3:31][N:32]1[CH2:33][CH2:34][O:35][CH2:36][CH2:37]1.[NH2:20][CH:21]([CH2:22][OH:23])[CH2:24][c:25]1[cH:26][cH:27][cH:28][cH:29][cH:30]1.[O:38]=[CH:39][N:40]([CH3:41])[CH3:42]>>[Br:1][c:2]1[cH:3][c:4]([CH3:19])[c:5]2[c:6]([nH:7][c:8](-[c:10]3[c:11](=[O:17])[nH:12][cH:13][cH:14][c:15]3[NH:20][CH:21]([CH2:22][OH:23])[CH2:24][c:25]3[cH:26][cH:27][cH:28][cH:29][cH:30]3)[n:9]2)[cH:18]1. Starting materials: N(=NC(=O)OCC)C(=O)OCC (Diethyl azodicarboxylate), OC12CC3C(C(CC(C1)C3)C2)OC(=O)N2C[C@H](CC2)O ((S)-3-hydroxy-pyrrolidine-1-carboxylic acid 5-hydroxy-adamantan-2-yl ester), O=C1C=CC(=CN1)C#N (6-oxo-1,6-dihydro-pyridine-3-carbonitrile), C1(=CC=CC=C1)P(C1=CC=CC=C1)C1=CC=CC=C1 (triphenylphosphine). The solvent is O1CCCC1 (tetrahydrofuran). Conditions: time 2 hour. The product is OC12CC3C(C(CC(C1)C3)C2)OC(=O)N2C[C@@H](CC2)N2C(C=CC(=C2)C#N)=O ((R)-3-(5-Cyano-2-oxo-2H-pyridin-1-yl)-pyrrolidine-1-carboxylic acid 5-hydroxy-adamantan-2-yl ester). Reaction SMILES: N(C(OCC)=O)=NC(OCC)=O.[OH:13][C:14]12[CH2:23][CH:18]3[CH2:19][CH:20]([CH2:22][CH:16]([CH:17]3[O:24][C:25]([N:27]3[CH2:31][CH2:30][C@H:29](O)[CH2:28]3)=[O:26])[CH2:15]1)[CH2:21]2.[O:33]=[C:34]1[NH:39][CH:38]=[C:37]([C:40]#[N:41])[CH:36]=[CH:35]1.C1(P(C2C=CC=CC=2)C2C=CC=CC=2)C=CC=CC=1>O1CCCC1>[OH:13][C:14]12[CH2:23][CH:18]3[CH2:19][CH:20]([CH2:22][CH:16]([CH:17]3[O:24][C:25]([N:27]3[CH2:31][CH2:30][C@@H:29]([N:39]4[CH:38]=[C:37]([C:40]#[N:41])[CH:36]=[CH:35][C:34]4=[O:33])[CH2:28]3)=[O:26])[CH2:15]1)[CH2:21]2. Reported procedure: Diethyl azodicarboxylate (40% in toluene, 1.7 mL) is added to a mixture of (S)-3-hydroxy-pyrrolidine-1-carboxylic acid 5-hydroxy-adamantan-2-yl ester (ca. 1:1 mixture of cis- and trans-isomer, 0.50 g), 6-oxo-1,6-dihydro-pyridine-3-carbonitrile (0.22 g), triphenylphosphine (0.97 g), and tetrahydrofuran (10 ml) at room temperature. The resulting mixture is stirred for 2 h and then concentrated. The residue is chromatographed on silica gel (ethyl acetate/methanol 95:5→80:20) and then on reversed ph... Reactants: C(C1=CC=CC=C1)(=O)OC (benzoic acid, methyl ester), ClCCCOC1=CC=C(C(=O)OC)C=C1 (4-(3-chloropropoxy)benzoic acid, methyl ester), [I-].[Na+] (sodium iodide). The solvent is C(C)OCC (ethyl ether), CC(=O)C (acetone). Yields the product ICCCOC1=CC=C(C(=O)OC)C=C1 (4-(3-iodopropoxy)benzoic acid, methyl ester). Reaction SMILES: C(OC)(=O)C1C=CC=CC=1.Cl[CH2:12][CH2:13][CH2:14][O:15][C:16]1[CH:25]=[CH:24][C:19]([C:20]([O:22][CH3:23])=[O:21])=[CH:18][CH:17]=1.[I-:26].[Na+]>CC(C)=O.C(OCC)C>[I:26][CH2:12][CH2:13][CH2:14][O:15][C:16]1[CH:25]=[CH:24][C:19]([C:20]([O:22][CH3:23])=[O:21])=[CH:18][CH:17]=1 |f:2.3|. Procedure: 4-[3-4-[(2-Benzothiazolyl )carbonyl]-1-piperidinyl]propoxy]benzoic acid, methyl ester ##STR22## Dissolve 4-(3-chloropropoxy)benzoic acid, methyl ester (6.97 g, 30.5 mmol) in anhydrous acetone (100 mL) and add powdered sodium iodide (16.0 g, 107 mmol). Heat at reflux under an argon atmosphere for 38 hours. Dilute with ethyl ether (100 mL) and filter through Celite® filter aid. Wash the filtrate with water and brine, then dry (MgSO4). Evaporate the solvent in vacuo to give 4-(3-iodopropoxy)benzoic... Starting materials: CCOCC (ether), OC(C)(C)C(=O)C1=CC=C(C=C1)OCCOS(=O)(=O)C1=CC=C(C=C1)C (4-(2-p-tolylsulfonyloxyethoxy)-phenyl 2-hydroxy-2-propyl ketone), [N-]=[N+]=[N-].[Na+] (sodium azide), O (water), compound. Solvent: C(C)(C)(C)OC (methyl t-butyl ether), CS(=O)C (DMSO). The product is OC(C)(C)C(=O)C1=CC=C(C=C1)OCCN=[N+]=[N-] (4-(2-Azidoethoxy)phenyl 2-hydroxy-2-propyl ketone). As a reaction SMILES: [OH:1][C:2]([C:5]([C:7]1[CH:12]=[CH:11][C:10]([O:13][CH2:14][CH2:15]OS(C2C=CC(C)=CC=2)(=O)=O)=[CH:9][CH:8]=1)=[O:6])([CH3:4])[CH3:3].[N-:27]=[N+:28]=[N-:29].[Na+].O.CCOCC>CS(C)=O.C(OC)(C)(C)C>[OH:1][C:2]([C:5]([C:7]1[CH:12]=[CH:11][C:10]([O:13][CH2:14][CH2:15][N:27]=[N+:28]=[N-:29])=[CH:9][CH:8]=1)=[O:6])([CH3:4])[CH3:3] |f:1.2|. Procedure: 37.8 g (0.1 mol) of 4-(2-p-tolylsulfonyloxyethoxy)-phenyl 2-hydroxy-2-propyl ketone (obtained by reacting compound IIa with p-toluenesulfonyl chloride) and 9.8 g (0.15 mol) of sodium azide are stirred for one hour in 100 ml of DMSO at 60° C. Through extractive work-up using water and ether or methyl t-butyl ether, 22.4 g of compound IIf are obtained as a pale yellow, readily mobile oil. IR: v=2114 cm-1 (N3). Reactants: C(C1=CC=CC=C1)OC1=CC(=C(C[C@H]2C(N(CC2)C2CCC=3C=NNC3C2)=O)C(=C1)Cl)Cl ((3R)-3-(4-benzyloxy-2,6-dichloro-benzyl)-1-(4,5,6,7-tetrahydro-1H-indazol-6-yl)-pyrrolidin-2-one), CS(=O)(=O)O (methane sulfonic acid). The solvent is CSC (dimethylsulfide). Conditions: time 18 hour. Yields the product ClC1=C(C[C@H]2C(N(CC2)C2CCC=3C=NNC3C2)=O)C(=CC(=C1)O)Cl ((3R)-3-(2,6-Dichloro-4-hydroxy-benzyl)-1-(4,5,6,7-tetrahydro-1H-indazol-6-yl)-pyrrolidin-2-one). Yield: 113.2%. As a reaction SMILES: C([O:8][C:9]1[CH:30]=[C:29]([Cl:31])[C:12]([CH2:13][C@@H:14]2[CH2:18][CH2:17][N:16]([CH:19]3[CH2:27][C:26]4[NH:25][N:24]=[CH:23][C:22]=4[CH2:21][CH2:20]3)[C:15]2=[O:28])=[C:11]([Cl:32])[CH:10]=1)C1C=CC=CC=1.CS(O)(=O)=O>CSC>[Cl:32][C:11]1[CH:10]=[C:9]([OH:8])[CH:30]=[C:29]([Cl:31])[C:12]=1[CH2:13][C@@H:14]1[CH2:18][CH2:17][N:16]([CH:19]2[CH2:27][C:26]3[NH:25][N:24]=[CH:23][C:22]=3[CH2:21][CH2:20]2)[C:15]1=[O:28]. Procedure details: To a solution of (3R)-3-(4-benzyloxy-2,6-dichloro-benzyl)-1-(4,5,6,7-tetrahydro-1H-indazol-6-yl)-pyrrolidin-2-one (3.93 g, 8.36 mmol) in dimethylsulfide (45 mL), add methane sulfonic acid (13.23 g, 138 mmol) and stir the mixture vigorously under nitrogen atmosphere at room temperature for 18 hours. Remove the solvent in vacuo and dilute the residue with water, adjust the pH to pH=7 with 5 N NaOH, and extract the mixture several times with ethyl acetate and THF. After drying the combined organic ... Reaction SMILES: [CH3:21][N:22]([CH3:23])[CH2:24][CH2:25][CH2:26][N:27]=[C:28]=[N:29][CH2:30][CH3:31].[ClH:20].[N:42]1([CH:47]2[CH2:48][NH:49][CH2:50][CH2:51]2)[CH2:43][CH2:44][CH2:45][CH2:46]1.[O:52]=[CH:53][N:54]([CH3:55])[CH3:56].[OH:32][n:33]1[c:34]2[cH:35][cH:36][cH:37][cH:38][c:39]2[n:40][n:41]1.[nH:1]1[c:2]([CH2:10][c:11]2[cH:12][cH:13][c:14]([C:15](=[O:16])[OH:17])[cH:18][cH:19]2)[n:3][c:4]2[c:5]1[cH:6][cH:7][cH:8][cH:9]2>>[n:1]1[c:2]([CH2:10][c:11]2[cH:12][cH:13][c:14]([C:15](=[O:17])[N:49]3[CH2:48][CH:47]([N:42]4[CH2:43][CH2:44][CH2:45][CH2:46]4)[CH2:51][CH2:50]3)[cH:18][cH:19]2)[nH:3][c:4]2[c:5]1[cH:6][cH:7][cH:8][cH:9]2. Starting materials: CCN=C=NCCCN(C)C, Cl, C1CCN(C2CCNC2)C1, CN(C)C=O, On1nnc2ccccc21, O=C(O)c1ccc(Cc2nc3ccccc3[nH]2)cc1. Yields the product O=C(c1ccc(Cc2nc3ccccc3[nH]2)cc1)N1CCC(N2CCCC2)C1.